This data is from the Open Reaction Database (ORD), a public repository of structured organic reaction records. The task is: describe an organic reaction: reactants, conditions, products, and yield Reactants: Cl (hydrochloric acid), IC=1C=CC=C2C1C(=O)OC(N2)=O (6-iodoisatoic acid anhydride), N(C)CC(=O)O (sarcosine), C([O-])([O-])=O.[K+].[K+] (potassium carbonate). Run in CN(C=O)C (dimethylformamide), O (water). Yields the product IC=1C=CC=C(C1C(=O)N(CC(=O)O)C)N (N-(6-iodoanthraniloyl)-N-methylglycine). Reaction SMILES: [I:1][C:2]1[CH:3]=[CH:4][CH:5]=[C:6]2[NH:12]C(=O)[O:10][C:8](=O)[C:7]=12.[NH:14]([CH2:16][C:17]([OH:19])=[O:18])[CH3:15].C(=O)([O-])[O-].[K+].[K+].Cl>CN(C)C=O.O>[I:1][C:2]1[CH:3]=[CH:4][CH:5]=[C:6]([NH2:12])[C:7]=1[C:8]([N:14]([CH3:15])[CH2:16][C:17]([OH:19])=[O:18])=[O:10] |f:2.3.4|. Procedure: A suspension of 8.7 g (0.03 mol) of 6-iodoisatoic acid anhydride, 2.95 g (0.033 mol) of sarcosine and 4.2 g of potassium carbonate in 50 ml of dimethylformamide is heated to 50° for 30 minutes. After cooling, the mixture is diluted with 400 ml of water, adjusted to pH 1-2 with 2 N hydrochloric acid and extracted several times with chloroform/isopropanol (4:1). After evaporation of the solvent and recrystallization of the residue from methylene chloride/hexane, there is obtained N-(6-iodoanthrani...